Dataset: the Open Reaction Database (ORD), a public repository of structured organic reaction records. Task: describe an organic reaction: reactants, conditions, products, and yield Starting materials: CO, O=C(O)CCCc1ccccc1[N+](=O)[O-], O=S(Cl)Cl. The product is COC(=O)CCCc1ccccc1[N+](=O)[O-]. As a reaction SMILES: [CH3:20][OH:21].[N+:1](=[O:2])([O-:3])[c:4]1[c:5]([CH2:10][CH2:11][CH2:12][C:13](=[O:14])[OH:15])[cH:6][cH:7][cH:8][cH:9]1.[S:16]([Cl:17])([Cl:18])=[O:19]>>[N+:1](=[O:2])([O-:3])[c:4]1[c:5]([CH2:10][CH2:11][CH2:12][C:13]([O:14][CH3:20])=[O:15])[cH:6][cH:7][cH:8][cH:9]1.